Dataset: the Open Reaction Database (ORD), a public repository of structured organic reaction records. Task: describe an organic reaction: reactants, conditions, products, and yield The reactants are ClC1=CC=C(CC=2N=C(C3=C(N2)OC(=N3)C3=CC(=C(C(=C3)C)OCC3OC(OC3)(C)C)C)OCCC)C=C1 (5-(4-Chloro-benzyl)-2-[4-(2,2-dimethyl-[1,3]dioxolan-4-ylmethoxy)-3,5-dimethyl-phenyl]-7-propoxy-oxazolo[5,4-d]pyrimidine). Solvent: ClCCl (dichloromethane), FC(C(=O)O)(F)F (trifluoroacetic acid). Run at time 2 hour. Yields the product ClC1=CC=C(CC=2N=C(C3=C(N2)OC(=N3)C3=CC(=C(OCC(CO)O)C(=C3)C)C)OCCC)C=C1 (3-{-4-[5-(4-Chloro-benzyl)-7-propoxy-oxazolo[5,4-d]pyrimidin-2-yl]-2,6-dimethyl-phenoxy}-propane-1,2-diol). Reaction SMILES: [Cl:1][C:2]1[CH:38]=[CH:37][C:5]([CH2:6][C:7]2[N:8]=[C:9]([O:33][CH2:34][CH2:35][CH3:36])[C:10]3[N:15]=[C:14]([C:16]4[CH:21]=[C:20]([CH3:22])[C:19]([O:23][CH2:24][CH:25]5[CH2:29][O:28]C(C)(C)[O:26]5)=[C:18]([CH3:32])[CH:17]=4)[O:13][C:11]=3[N:12]=2)=[CH:4][CH:3]=1>ClCCl.FC(F)(F)C(O)=O>[Cl:1][C:2]1[CH:3]=[CH:4][C:5]([CH2:6][C:7]2[N:8]=[C:9]([O:33][CH2:34][CH2:35][CH3:36])[C:10]3[N:15]=[C:14]([C:16]4[CH:17]=[C:18]([CH3:32])[C:19]([O:23][CH2:24][CH:25]([OH:26])[CH2:29][OH:28])=[C:20]([CH3:22])[CH:21]=4)[O:13][C:11]=3[N:12]=2)=[CH:37][CH:38]=1. Reported procedure: The 5-(4-chloro-benzyl)-2-[4-(2,2-dimethyl-[1,3]dioxolan-4-ylmethoxy)-3,5-dimethyl-phenyl]-7-propoxy-oxazolo[5,4-d]pyrimidine obtained in step (a) was dissolved in 6 ml of dichloromethane and 2 ml of trifluoroacetic acid. The reaction mixture was stirred for 2 h at room temperature. Then the solvents were removed in vacuo and the residue was purified by preparative HPLC (method HPLC1). 4.1 mg of the title compound were obtained. Yield: 48.0%. The product is ClC=1C=C(C=CC1Cl)C=1C=C(C=2NC3=CC(=CC=C3C2C1)CO)C(=O)N (3-(3,4-dichlorophenyl)-7-(hydroxymethyl)-9H-carbazole-1-carboxamide). Starting materials: C(C)(=O)OCC1=CC=2NC3=C(C=C(C=C3C2C=C1)C1=CC(=C(C=C1)Cl)Cl)C(N)=O ((8-carbamoyl-6-(3,4-dichlorophenyl)-9H-carbazol-2-yl)methyl acetate), C[O-].[Na+] (sodium methanolate). Reaction SMILES: C([O:4][CH2:5][C:6]1[CH:18]=[CH:17][C:16]2[C:15]3[C:10](=[C:11]([C:27](=[O:29])[NH2:28])[CH:12]=[C:13]([C:19]4[CH:24]=[CH:23][C:22]([Cl:25])=[C:21]([Cl:26])[CH:20]=4)[CH:14]=3)[NH:9][C:8]=2[CH:7]=1)(=O)C.C[O-].[Na+]>CO.CN(C=O)C>[Cl:26][C:21]1[CH:20]=[C:19]([C:13]2[CH:12]=[C:11]([C:27]([NH2:28])=[O:29])[C:10]3[NH:9][C:8]4[C:16]([C:15]=3[CH:14]=2)=[CH:17][CH:18]=[C:6]([CH2:5][OH:4])[CH:7]=4)[CH:24]=[CH:23][C:22]=1[Cl:25] |f:1.2|. Run at time 0.5 hour. Reported procedure: (8-Carbamoyl-6-(3,4-dichlorophenyl)-9H-carbazol-2-yl)methyl acetate (150 mg, 0.211 mmol, Example 139) was dissolved in a mixture of MeOH (3 mL) and DMF (6 mL). To this solution was added sodium methanolate (140 mg, 0.648 mmol) and the reaction left stirring for 0.5 h. The product was isolated by preparative HPLC (100×30 mm Luna C18 column, flow rate 42 ml permin, gradient elution starting with A:B=90:10 and ending with A:B=30:70 [A=10 mM NH4OAc in 5% aqueous acetonitrile; B=10 mM NH4OAc in 95% a... The solvent is CO (MeOH), CN(C)C=O (DMF). Reactants: c1ccc2c(c1)CCCC2, CO, Cc1cccc(C2CC2)c1O, Cl, [K+], [OH-], Oc1cc(Cl)nnc1Cl. The product is Cc1cccc(C2CC2)c1Oc1nnc(Cl)cc1O. RXN SMILES: [CH2:21]1[CH2:22][c:23]2[c:24]([cH:25][cH:26][cH:27][cH:28]2)[CH2:29][CH2:30]1.[CH3:34][OH:35].[CH:10]1([c:13]2[c:14]([OH:20])[c:15]([CH3:19])[cH:16][cH:17][cH:18]2)[CH2:11][CH2:12]1.[ClH:33].[K+:32].[OH-:31].[OH:1][c:2]1[c:3]([Cl:9])[n:4][n:5][c:6]([Cl:8])[cH:7]1>>[OH:1][c:2]1[c:3]([O:20][c:14]2[c:13]([CH:10]3[CH2:11][CH2:12]3)[cH:18][cH:17][cH:16][c:15]2[CH3:19])[n:4][n:5][c:6]([Cl:8])[cH:7]1. As a reaction SMILES: [CH:1]([CH3:2])([CH3:3])[Si:4]([O:5][CH2:6][CH2:7][c:8]1[cH:9][c:10]([CH2:14][CH2:15][OH:16])[cH:11][cH:12][cH:13]1)([CH:17]([CH3:18])[CH3:19])[CH:20]([CH3:21])[CH3:22].[Cl:23][CH2:24][Cl:25]>>[CH:1]([CH3:2])([CH3:3])[Si:4]([O:5][CH2:6][CH2:7][c:8]1[cH:9][c:10]([CH2:14][CH:15]=[O:16])[cH:11][cH:12][cH:13]1)([CH:17]([CH3:18])[CH3:19])[CH:20]([CH3:21])[CH3:22]. Reactants: CC(C)[Si](OCCc1cccc(CCO)c1)(C(C)C)C(C)C, ClCCl. The product is CC(C)[Si](OCCc1cccc(CC=O)c1)(C(C)C)C(C)C.